Dataset: the Open Reaction Database (ORD), a public repository of structured organic reaction records. Task: describe an organic reaction: reactants, conditions, products, and yield The reactants are NC1=NC(=CC(=N1)O)C (2-amino-4-hydroxy-6-methyl-pyrimidine), ClC(=C(F)F)F (chlorotrifluoroethylene), [OH-].[K+] (potassium hydroxide), CN(C=O)C (dimethylformamide). Solvent: O (water), C(Cl)Cl (methylene chloride). The product is NC1=NC(=CC(=N1)C)OC(C(Cl)F)(F)F (2-amino-4-methyl-6-(1,1,2-trifluoro-2-chloro-ethoxy)-pyrimidine). Isolated yield 18.0%. RXN SMILES: [NH2:1][C:2]1[N:7]=[C:6]([OH:8])[CH:5]=[C:4]([CH3:9])[N:3]=1.[Cl:10][C:11]([F:15])=[C:12]([F:14])[F:13].[OH-].[K+].CN(C)C=O>O.C(Cl)Cl>[NH2:1][C:2]1[N:3]=[C:4]([CH3:9])[CH:5]=[C:6]([O:8][C:12]([F:14])([F:13])[CH:11]([F:15])[Cl:10])[N:7]=1 |f:2.3|. Reported procedure: 25 g of 2-amino-4-hydroxy-6-methyl-pyrimidine, 25.6 g of chlorotrifluoroethylene, 13.8 g of potassium hydroxide and 200 ml of dimethylformamide are stirred together at 60° in an autoclave for 8 hours. The mixture is diluted with water and extracted with ethyl acetate and the extract is evaporated to give a dark oil. A little methylene chloride is added and the crystalline precipitate formed is separated off to give 8.7 g of 2-amino-4-methyl-6-(1,1,2-trifluoro-2-chloro-ethoxy)-pyrimidine of melti... Starting materials: CC(=O)NCCn1c(C)ccc1CNC(C)=O, O=C([O-])[O-], [Cl-], C[N+](C)=CCl, ClCCCl, [K+], [K+]. The product is CC(=O)NCCn1c(CNC(C)=O)cc(C=O)c1C. RXN SMILES: [C:1]([CH3:2])(=[O:3])[NH:4][CH2:5][CH2:6][n:7]1[c:8]([CH2:13][NH:14][C:15]([CH3:16])=[O:17])[cH:9][cH:10][c:11]1[CH3:12].[C:24]([O-:25])(=[O:26])[O-:27].[Cl-:18].[Cl:19][CH:20]=[N+:21]([CH3:22])[CH3:23].[Cl:30][CH2:31][CH2:32][Cl:33].[K+:28].[K+:29]>>[C:1]([CH3:2])(=[O:3])[NH:4][CH2:5][CH2:6][n:7]1[c:8]([CH2:13][NH:14][C:15]([CH3:16])=[O:17])[cH:9][c:10]([CH:24]=[O:25])[c:11]1[CH3:12]. Procedure details: To a mixed solution of tert-butyl {[4-fluoro-5-(2-fluoropyridin-3-yl)-1-(3-thienylsulfonyl)-1H-pyrrol-3-yl]methyl}methylcarbamate (264 mg) in ethyl acetate (2 mL) and 2-propanol (1 mL) was added 4 mol/L hydrogen chloride-ethyl acetate solution (5 mL), and the mixture was stirred at room temperature for 3 hr. The reaction mixture was concentrated under reduced pressure, and the residue was recrystallized from ethanol to give the title compound as a white solid (yield 165 mg, 72%). Yields the product Cl.FC=1C(=CN(C1C=1C(=NC=CC1)F)S(=O)(=O)C1=CSC=C1)CNC (1-[4-fluoro-5-(2-fluoropyridin-3-yl)-1-(3-thienylsulfonyl)-1H-pyrrol-3-yl]-N-methylmethanamine hydrochloride). The yield is 72.0%. Reactants: FC=1C(=CN(C1C=1C(=NC=CC1)F)S(=O)(=O)C1=CSC=C1)CN(C(OC(C)(C)C)=O)C (tert-butyl {[4-fluoro-5-(2-fluoropyridin-3-yl)-1-(3-thienylsulfonyl)-1H-pyrrol-3-yl]methyl}methylcarbamate), C(C)(=O)OCC.Cl (hydrogen chloride-ethyl acetate). As a reaction SMILES: [F:1][C:2]1[C:3]([CH2:22][N:23](C)[C:24](=O)OC(C)(C)C)=[CH:4][N:5]([S:14]([C:17]2[CH:21]=[CH:20][S:19][CH:18]=2)(=[O:16])=[O:15])[C:6]=1[C:7]1[C:8]([F:13])=[N:9][CH:10]=[CH:11][CH:12]=1.C(OCC)(=O)C.[ClH:38]>C(OCC)(=O)C.CC(O)C>[ClH:38].[F:1][C:2]1[C:3]([CH2:22][NH:23][CH3:24])=[CH:4][N:5]([S:14]([C:17]2[CH:21]=[CH:20][S:19][CH:18]=2)(=[O:16])=[O:15])[C:6]=1[C:7]1[C:8]([F:13])=[N:9][CH:10]=[CH:11][CH:12]=1 |f:1.2,5.6|. Run at time 3 hour. The solvent is C(C)(=O)OCC (ethyl acetate), CC(C)O (2-propanol). Starting materials: C(C)(C)(C)OC(N(C)CC1=CN(C(=C1)C1=C(C=CC=C1)F)S(=O)(=O)C1=CC=C(C=C1)OC1OCCCC1)=O.FC1=C(C=CC=C1)C1=CC(=CN1S(=O)(=O)C1=CC=C(C=C1)O)CN(C(OC(C)(C)C)=O)C (tert-Butyl ((5-(2-fluorophenyl)-1-((4-hydroxyphenyl)sulfonyl)-1H-pyrrol-3-yl)methyl)(methyl)carbamate tert-Butyl ((5-(2-fluorophenyl)-1-((4-((tetrahydro-2H-pyran-2-yl)oxy)phenyl)sulfonyl)-1H-pyrrol-3-yl)methyl)(methyl)carbamate), C1(=CC=C(C=C1)S(=O)(=O)O)C (p-toluenesulfonic acid). Run in CO (methanol). Run at time 3 hour. Yields the product FC1=C(C=CC=C1)C=1N(C=C(C1)CNC)S(=O)(=O)C1=CC=C(OCC(=O)NC)C=C1 (2-(4-((2-(2-Fluorophenyl)-4-((methylamino)methyl)-1H-pyrrol-1-yl)sulfonyl)phenoxy)-N-methylacetamide), FC1=C(C=CC=C1)C1=CC(=CN1S(=O)(=O)C1=CC=C(C=C1)O)CN(C(OC(C)(C)C)=O)C (tert-butyl ((5-(2-fluorophenyl)-1-((4-hydroxyphenyl)sulfonyl)-1H-pyrrol-3-yl)methyl)(methyl)carbamate). RXN SMILES: C(OC(=O)[N:7]([CH2:9][C:10]1[CH:14]=[C:13]([C:15]2[CH:20]=[CH:19][CH:18]=[CH:17][C:16]=2[F:21])[N:12]([S:22]([C:25]2[CH:30]=[CH:29][C:28]([O:31][CH:32]3[CH2:37]CCCO3)=[CH:27][CH:26]=2)(=[O:24])=[O:23])[CH:11]=1)[CH3:8])(C)(C)C.[F:39][C:40]1[CH:45]=[CH:44][CH:43]=[CH:42][C:41]=1[C:46]1[N:50]([S:51]([C:54]2[CH:59]=[CH:58][C:57]([OH:60])=[CH:56][CH:55]=2)(=[O:53])=[O:52])[CH:49]=[C:48]([CH2:61][N:62]([CH3:70])[C:63](=[O:69])[O:64][C:65]([CH3:68])([CH3:67])[CH3:66])[CH:47]=1.C1(C)C=CC(S(O)(=O)=[O:78])=CC=1>CO>[F:21][C:16]1[CH:17]=[CH:18][CH:19]=[CH:20][C:15]=1[C:13]1[N:12]([S:22]([C:25]2[CH:30]=[CH:29][C:28]([O:31][CH2:32][C:37]([NH:50][CH3:49])=[O:78])=[CH:27][CH:26]=2)(=[O:24])=[O:23])[CH:11]=[C:10]([CH2:9][NH:7][CH3:8])[CH:14]=1.[F:39][C:40]1[CH:45]=[CH:44][CH:43]=[CH:42][C:41]=1[C:46]1[N:50]([S:51]([C:54]2[CH:55]=[CH:56][C:57]([OH:60])=[CH:58][CH:59]=2)(=[O:52])=[O:53])[CH:49]=[C:48]([CH2:61][N:62]([CH3:70])[C:63](=[O:69])[O:64][C:65]([CH3:66])([CH3:67])[CH3:68])[CH:47]=1 |f:0.1|. Reported procedure: tert-Butyl ((5-(2-fluorophenyl)-1-((4-hydroxyphenyl)sulfonyl)-1H-pyrrol-3-yl)methyl)(methyl)carbamate tert-Butyl ((5-(2-fluorophenyl)-1-((4-((tetrahydro-2H-pyran-2-yl)oxy)phenyl)sulfonyl)-1H-pyrrol-3-yl)methyl)(methyl)carbamate 4c (2.3 g, 4.28 mmol) was dissolved in 30 mL of methanol, followed by addition of p-toluenesulfonic acid (148 mg, 0.86 mmol), and then the reaction solution was stirred for 3 h. The reaction solution was concentrated under reduced pressure, and the resulting residue was p... The reactants are Brc1cccnc1, O=C([O-])[O-], Cc1ccc(N)c(C(=O)Nc2ccnc(Cl)c2)n1, ClC(Cl)Cl, [Cs+], [Cs+], C1COCCO1, O=C(C=Cc1ccccc1)C=Cc1ccccc1, O=C(C=Cc1ccccc1)C=Cc1ccccc1, O=C(C=Cc1ccccc1)C=Cc1ccccc1, [Pd], [Pd]. Yields the product Cc1ccc(Nc2cccnc2)c(C(=O)Nc2ccnc(Cl)c2)n1. Reaction SMILES: [Br:19][c:20]1[cH:21][n:22][cH:23][cH:24][cH:25]1.[C:26](=[O:27])([O-:28])[O-:29].[Cl:1][c:2]1[n:3][cH:4][cH:5][c:6]([NH:8][C:9](=[O:10])[c:11]2[n:12][c:13]([CH3:18])[cH:14][cH:15][c:16]2[NH2:17])[cH:7]1.[Cl:94][CH:95]([Cl:96])[Cl:97].[Cs+:30].[Cs+:31].[O:32]1[CH2:33][CH2:34][O:35][CH2:36][CH2:37]1.[O:40]=[C:41]([CH:42]=[CH:43][c:44]1[cH:45][cH:46][cH:47][cH:48][cH:49]1)[CH:50]=[CH:51][c:52]1[cH:53][cH:54][cH:55][cH:56][cH:57]1.[O:58]=[C:59]([CH:60]=[CH:61][c:62]1[cH:63][cH:64][cH:65][cH:66][cH:67]1)[CH:68]=[CH:69][c:70]1[cH:71][cH:72][cH:73][cH:74][cH:75]1.[O:76]=[C:77]([CH:78]=[CH:79][c:80]1[cH:81][cH:82][cH:83][cH:84][cH:85]1)[CH:86]=[CH:87][c:88]1[cH:89][cH:90][cH:91][cH:92][cH:93]1.[Pd:38].[Pd:39]>>[Cl:1][c:2]1[n:3][cH:4][cH:5][c:6]([NH:8][C:9](=[O:10])[c:11]2[n:12][c:13]([CH3:18])[cH:14][cH:15][c:16]2[NH:17][c:20]2[cH:21][n:22][cH:23][cH:24][cH:25]2)[cH:7]1. The reactants are [Si](C)(C)(C)ON (O-TMS-hydroxylamine), C(C(=O)Cl)(=O)Cl (Oxalyl chloride), BrC1=CC=C(C=C1)CCC(C(=O)O)(S(=O)(=O)C)C ((+/−)-4-(4-Bromophenyl)-2-methyl-2-(methylsulfonyl)butanoic acid), CN(C)C=O (DMF). Run in C(Cl)Cl (DCM). Product: BrC1=CC=C(C=C1)CCC(C(=O)NO)(S(=O)(=O)C)C ((+/−)-4-(4-Bromophenyl)-N-hydroxy-2-methyl-2-(methylsulfonyl)butanamide). Yield: 96.8%. As a reaction SMILES: C(Cl)(=O)C(Cl)=O.[Br:7][C:8]1[CH:13]=[CH:12][C:11]([CH2:14][CH2:15][C:16]([CH3:24])([S:20]([CH3:23])(=[O:22])=[O:21])[C:17](O)=[O:18])=[CH:10][CH:9]=1.CN(C=O)C.[Si]([O:34][NH2:35])(C)(C)C>C(Cl)Cl>[Br:7][C:8]1[CH:13]=[CH:12][C:11]([CH2:14][CH2:15][C:16]([CH3:24])([S:20]([CH3:23])(=[O:22])=[O:21])[C:17]([NH:35][OH:34])=[O:18])=[CH:10][CH:9]=1. Procedure: Oxalyl chloride (4.50 mL, 50 mmol) was added to a solution of 4-(4-bromophenyl)-2-methyl-2-(methylsulfonyl)butanoic acid (II) (14.69 g, 43.82 mmol) in DCM (300 mL) under nitrogen at ambient temperature, followed by DMF (340 ul). The reaction was stirred until effervescence ceased and then was allowed to stir for 1 hour. O-TMS-hydroxylamine (16.0 mL, 130 mmol) was added via syringe and the suspension was stirred for 1 hour. The reaction was quenched with methanol (60 mL), stirred for 1 hour and c...